From a dataset of the Open Reaction Database (ORD), a public repository of structured organic reaction records. describe an organic reaction: reactants, conditions, products, and yield Reactants: ICC1CC(CS1)SC(C)=O (Ethanethioic acid S-[tetrahydro-5-(iodomethyl)-3-thienyl]ester), [N-]=[N+]=[N-].C(CCC)[N+](CCCC)(CCCC)CCCC (tetra-n-butyl-ammonium azide). Solvent: C(Cl)Cl (methylene chloride). Reaction conditions: time 8 hour. Product: N(=[N+]=[N-])CC1CC(CS1)SC(C)=O (Ethanethioic acid S-[5-(azidomethyl)tetrahydro-3-thienyl]ester). The yield is 46.4%. Reaction SMILES: I[CH2:2][CH:3]1[S:7][CH2:6][CH:5]([S:8][C:9](=[O:11])[CH3:10])[CH2:4]1.[N-:12]=[N+:13]=[N-:14].C([N+](CCCC)(CCCC)CCCC)CCC>C(Cl)Cl>[N:12]([CH2:2][CH:3]1[S:7][CH2:6][CH:5]([S:8][C:9](=[O:11])[CH3:10])[CH2:4]1)=[N+:13]=[N-:14] |f:1.2|. Procedure details: A solution, under argon, of 0.183 g of product from Example 140 in 1.0 ml of dry methylene chloride is treated with 0.689 g of tetra-n-butyl-ammonium azide. The reaction mixture is stirred vigorously overnight at room temperature. The reaction is concentrated in vacuo and the residue purified by chromatography (silica gel: 0-10% diethyl ether/hexane) to give 0.061 g of the desired product. Starting materials: COC(=O)C(C)(C)COc1cc(Br)cnc1N, CS(C)=O, [H-], [Na+], O. The product is CC1(C)COc2cc(Br)cnc2NC1=O. RXN SMILES: [CH3:1][O:2][C:3]([C:4]([CH2:5][O:6][c:7]1[c:8]([NH2:14])[n:9][cH:10][c:11]([Br:13])[cH:12]1)([CH3:15])[CH3:16])=[O:17].[CH3:20][S:21]([CH3:22])=[O:23].[H-:19].[Na+:18].[OH2:24]>>[O:2]=[C:3]1[C:4]([CH3:15])([CH3:16])[CH2:5][O:6][c:7]2[c:8]([n:9][cH:10][c:11]([Br:13])[cH:12]2)[NH:14]1. Reactants: FC1=CC=C(C=C1)C(CN1C=NC=C1)=O (1-(4-fluorophenyl)-2-(1H-imidazol-1-yl)ethanone), Cl.ClC=1C=C(C=CC1)CNO (N-[(3-Chlorophenyl)methyl]hydroxylamine hydrochloride), C(C)(=O)[O-].[Na+] (sodium acetate), C(C)(=O)O (acetic acid), C([O-])(O)=O.[Na+] (sodium bicarbonate). Run in C(C)O (ethanol), O (water). Reaction conditions: time 24 hour. Product: FC1=CC=C(C=C1)C(CN1C=NC=C1)=[N+](CC1=CC=CC=C1)[O-] (1-(4-fluorophenyl)-2-(1H-imidazol-1-yl)-N-(phenylmethyl)ethanimine N-oxide). Isolated yield 53.8%. As a reaction SMILES: [F:1][C:2]1[CH:7]=[CH:6][C:5]([C:8](=O)[CH2:9][N:10]2[CH:14]=[CH:13][N:12]=[CH:11]2)=[CH:4][CH:3]=1.Cl.Cl[C:18]1[CH:19]=[C:20]([CH2:24][NH:25][OH:26])[CH:21]=[CH:22][CH:23]=1.C([O-])(=O)C.[Na+].C(O)(=O)C.C(=O)(O)[O-].[Na+]>C(O)C.O>[F:1][C:2]1[CH:7]=[CH:6][C:5]([C:8](=[N+:25]([O-:26])[CH2:24][C:20]2[CH:21]=[CH:22][CH:23]=[CH:18][CH:19]=2)[CH2:9][N:10]2[CH:14]=[CH:13][N:12]=[CH:11]2)=[CH:4][CH:3]=1 |f:1.2,3.4,6.7|. Reported procedure: A suspension of 2.00 g (0.0098 mol) of 1-(4-fluorophenyl)-2-(1H-imidazol-1-yl)ethanone (1, R1 =4-F), 1.30 g (0.011 mol) of N-(phenylmethyl)hydroxylamine (2, R2 =H), 0.82 g (0.010 mol) of sodium acetate, and 0.60 ml (0.010 mol) of acetic acid in 25 ml of ethanol is heated to reflux under a nitrogen atmosphere and stirred for 24 hours. Upon cooling to ambient temperature, the suspension is poured into 50 ml of water, neutralized with sodium bicarbonate and extracted with chloroform (2×50 ml). The ... Reactants: C1CNCCN1, Cl, C1COCCO1, O, O=[N+]([O-])c1cccc2c(N3CCSCC3)nc(Cl)cc12. Product: O=[N+]([O-])c1cccc2c(N3CCSCC3)nc(N3CCNCC3)cc12. As a reaction SMILES: [CH2:21]1[CH2:22][NH:23][CH2:24][CH2:25][NH:26]1.[ClH:27].[O:29]1[CH2:30][CH2:31][O:32][CH2:33][CH2:34]1.[OH2:28].[S:1]1[CH2:2][CH2:3][N:4]([c:7]2[n:8][c:9]([Cl:20])[cH:10][c:11]3[c:12]([N+:17](=[O:18])[O-:19])[cH:13][cH:14][cH:15][c:16]23)[CH2:5][CH2:6]1>>[S:1]1[CH2:2][CH2:3][N:4]([c:7]2[n:8][c:9]([N:23]3[CH2:22][CH2:21][NH:26][CH2:25][CH2:24]3)[cH:10][c:11]3[c:12]([N+:17](=[O:18])[O-:19])[cH:13][cH:14][cH:15][c:16]23)[CH2:5][CH2:6]1. Starting materials: [Li]CCCC, CC(C)NC(C)C, BrC1CCCC1, O=C(O)Cc1cccc(Cl)c1, C1CCOC1. Yields the product O=C(O)C(c1cccc(Cl)c1)C1CCCC1. RXN SMILES: [CH2:8]([Li:9])[CH2:10][CH2:11][CH3:12].[CH:1]([NH:2][CH:3]([CH3:4])[CH3:5])([CH3:6])[CH3:7].[CH:24]1([Br:29])[CH2:25][CH2:26][CH2:27][CH2:28]1.[Cl:13][c:14]1[cH:15][c:16]([CH2:20][C:21](=[O:22])[OH:23])[cH:17][cH:18][cH:19]1.[O:30]1[CH2:31][CH2:32][CH2:33][CH2:34]1>>[Cl:13][c:14]1[cH:15][c:16]([CH:20]([C:21](=[O:22])[OH:23])[CH:24]2[CH2:25][CH2:26][CH2:27][CH2:28]2)[cH:17][cH:18][cH:19]1. The reactants are BrC=1SC(=CN1)CO ((2-bromothiazol-5-yl)methanol), ClC1=CC(C(C(C1(C)C)=O)(C)C)=O (5-chloro-2,2,6,6-tetramethylcyclohex-4-ene-1,3-dione), Cl (hydrochloric acid), [H-].[Na+] (sodium hydride), solution. Solvent: O1CCCC1 (tetrahydrofuran), O1CCCC1 (tetrahydrofuran), O (water), O1CCCC1 (tetrahydrofuran). Product: BrC=1SC(=CN1)COC1=CC(C(C(C1(C)C)=O)(C)C)=O (5-(2-bromothiazol-5-ylmethoxy)-2,2,6,6-tetramethylcyclohex-4-ene-1,3-dione). Isolated yield 53.8%. RXN SMILES: [H-].[Na+].[Br:3][C:4]1[S:5][C:6]([CH2:9][OH:10])=[CH:7][N:8]=1.Cl[C:12]1[C:17]([CH3:19])([CH3:18])[C:16](=[O:20])[C:15]([CH3:22])([CH3:21])[C:14](=[O:23])[CH:13]=1.Cl>O1CCCC1.O>[Br:3][C:4]1[S:5][C:6]([CH2:9][O:10][C:12]2[C:17]([CH3:18])([CH3:19])[C:16](=[O:20])[C:15]([CH3:22])([CH3:21])[C:14](=[O:23])[CH:13]=2)=[CH:7][N:8]=1 |f:0.1|. Procedure: To a suspension of sodium hydride, 60% dispersion in mineral oil solution (1.6 g, 40 mmol) in tetrahydrofuran (50 ml) is added a solution of (2-bromothiazol-5-yl)methanol (6.75 g, 35 mmol) in tetrahydrofuran (50 ml) at 0° C. A solution of 5-chloro-2,2,6,6-tetramethylcyclohex-4-ene-1,3-dione (7.0 g, 35 mmol) in tetrahydrofuran (50 ml) is then added and the reaction mixture is heated to reflux for 18 hours. The reaction mixture is poured into water, acidified to pH4 with dilute aqueous hydrochlori...